Dataset: the Open Reaction Database (ORD), a public repository of structured organic reaction records. Task: describe an organic reaction: reactants, conditions, products, and yield Reactants: C=O, CNC, CC(=O)O, COC(=O)c1cc2ccccc2[nH]1. Product: COC(=O)c1[nH]c2ccccc2c1CN(C)C. As a reaction SMILES: [CH2:17]=[O:18].[CH3:14][NH:15][CH3:16].[CH3:19][C:20](=[O:21])[OH:22].[CH3:1][O:2][C:3](=[O:4])[c:5]1[nH:6][c:7]2[cH:8][cH:9][cH:10][cH:11][c:12]2[cH:13]1>>[CH3:1][O:2][C:3](=[O:4])[c:5]1[nH:6][c:7]2[cH:8][cH:9][cH:10][cH:11][c:12]2[c:13]1[CH2:17][N:15]([CH3:14])[CH3:16]. Reactants: CCOCC, O=S(=O)(c1ccc(Cl)cc1)C1(c2cc(F)ccc2F)CCSCC1, ClCCl, O=C(OO)c1cccc(Cl)c1. Product: O=S1CCC(c2cc(F)ccc2F)(S(=O)(=O)c2ccc(Cl)cc2)CC1. RXN SMILES: [CH3:39][CH2:40][O:41][CH2:42][CH3:43].[Cl:1][c:2]1[cH:3][cH:4][c:5]([S:8](=[O:9])(=[O:10])[C:11]2([c:17]3[c:18]([F:24])[cH:19][cH:20][c:21]([F:23])[cH:22]3)[CH2:12][CH2:13][S:14][CH2:15][CH2:16]2)[cH:6][cH:7]1.[Cl:36][CH2:37][Cl:38].[OH:25][O:26][C:27]([c:28]1[cH:29][c:30]([Cl:31])[cH:32][cH:33][cH:34]1)=[O:35]>>[Cl:1][c:2]1[cH:3][cH:4][c:5]([S:8](=[O:9])(=[O:10])[C:11]2([c:17]3[c:18]([F:24])[cH:19][cH:20][c:21]([F:23])[cH:22]3)[CH2:12][CH2:13][S:14](=[O:25])[CH2:15][CH2:16]2)[cH:6][cH:7]1.